Dataset: the Open Reaction Database (ORD), a public repository of structured organic reaction records. Task: describe an organic reaction: reactants, conditions, products, and yield Reactants: CC(C)(C)c1cc(C(=O)O)cc(C(C)(C)C)c1O, CCCCCCCCNCCCCCCCC. Yields the product CCCCCCCCN(CCCCCCCC)C(=O)c1cc(C(C)(C)C)c(O)c(C(C)(C)C)c1. RXN SMILES: [C:18]([CH3:19])([CH3:20])([CH3:21])[c:22]1[cH:23][c:24]([C:25](=[O:26])[OH:27])[cH:28][c:29]([C:32]([CH3:33])([CH3:34])[CH3:35])[c:30]1[OH:31].[CH2:1]([CH2:2][CH2:3][CH2:4][CH2:5][CH2:6][CH2:7][CH3:8])[NH:9][CH2:10][CH2:11][CH2:12][CH2:13][CH2:14][CH2:15][CH2:16][CH3:17]>>[CH2:1]([CH2:2][CH2:3][CH2:4][CH2:5][CH2:6][CH2:7][CH3:8])[N:9]([CH2:10][CH2:11][CH2:12][CH2:13][CH2:14][CH2:15][CH2:16][CH3:17])[C:25]([c:24]1[cH:23][c:22]([C:18]([CH3:19])([CH3:20])[CH3:21])[c:30]([OH:31])[c:29]([C:32]([CH3:33])([CH3:34])[CH3:35])[cH:28]1)=[O:27]. Reactants: O=C(O)NC1CN(C(=O)NS(=O)(=O)NC(=O)N2CCN(NC(=O)c3ccc(O)c(O)c3)C2=O)C1=O, O=C(O)C(F)(F)F, CSc1ccccc1. The product is NC1CN(C(=O)NS(=O)(=O)NC(=O)N2CCN(NC(=O)c3ccc(O)c(O)c3)C2=O)C1=O. Reaction SMILES: [OH:1][c:2]1[cH:3][c:4]([C:5](=[O:6])[NH:7][N:8]2[C:9](=[O:31])[N:10]([C:13](=[O:14])[NH:15][S:16](=[O:17])(=[O:18])[NH:19][C:20](=[O:21])[N:22]3[C:23](=[O:30])[CH:24]([NH:26][C:27](=[O:28])[OH:29])[CH2:25]3)[CH2:11][CH2:12]2)[cH:32][cH:33][c:34]1[OH:35].[OH:36][C:37]([C:38]([F:39])([F:40])[F:41])=[O:42].[c:43]1([S:44][CH3:45])[cH:46][cH:47][cH:48][cH:49][cH:50]1>>[OH:1][c:2]1[cH:3][c:4]([C:5](=[O:6])[NH:7][N:8]2[C:9](=[O:31])[N:10]([C:13](=[O:14])[NH:15][S:16](=[O:17])(=[O:18])[NH:19][C:20](=[O:21])[N:22]3[C:23](=[O:30])[CH:24]([NH2:26])[CH2:25]3)[CH2:11][CH2:12]2)[cH:32][cH:33][c:34]1[OH:35].